The task is: describe an organic reaction: reactants, conditions, products, and yield. This data is from the Open Reaction Database (ORD), a public repository of structured organic reaction records. Reactants: N1(CCCCC1)C=1C2=C(N=CN1)C=CC(=N2)CO ([4-(1-piperidinyl)pyrido[3,2-d]pyrimidin-6-yl]methanol), N1(CCCCC1)C=1C2=C(N=CN1)C=CC(=N2)CO ([4-(1-piperidinyl)pyrido[3,2-d]pyrimidin-6-yl]methanol), CO (MeOH). The reagents and catalysts are [O-2].[Mn+2] (manganese oxide), O=[Mn]=O (MnO2). Solvent: C(Cl)Cl (DCM). Reaction conditions: temperature 0 celsius, time 5 minute. Product: N1(CCCCC1)C=1C2=C(N=CN1)C=CC(=N2)C=O (4-(1-piperidinyl)pyrido[3,2-d]pyrimidine-6-carbaldehyde). Reaction SMILES: [N:1]1([C:7]2[C:8]3[N:16]=[C:15]([CH2:17][OH:18])[CH:14]=[CH:13][C:9]=3[N:10]=[CH:11][N:12]=2)[CH2:6][CH2:5][CH2:4][CH2:3][CH2:2]1.CO>C(Cl)Cl.[O-2].[Mn+2].O=[Mn]=O>[N:1]1([C:7]2[C:8]3[N:16]=[C:15]([CH:17]=[O:18])[CH:14]=[CH:13][C:9]=3[N:10]=[CH:11][N:12]=2)[CH2:2][CH2:3][CH2:4][CH2:5][CH2:6]1 |f:3.4|. Procedure: [4-(1-piperidinyl)pyrido[3,2-d]pyrimidin-6-yl]methanol (Intermediate 1.6) (3.95 g; 16.2 mmol; 1.00 eq.) was dissolved in DCM (160 mL). The solution was cooled down to 0° C. and manganese oxide (16.5 g; 0.162 mol; 10 eq.) was added. The reaction was stirred 5 min at 0° C. then overnight at rt. To complete the conversion, MnO2 was added after 12 hours and 20 hours (two batches of 4.96 g; 48.48 mmol; 3 eq.). After 20 hours, the reaction was complete. MeOH (100 mL) was added and the mixture was filt... Starting materials: O=Cc1ccc(Br)cc1F, C[O-], CO, [Na+]. Product: COc1cc(Br)ccc1C=O. Reaction SMILES: [Br:1][c:2]1[cH:3][c:4]([F:10])[c:5]([CH:6]=[O:7])[cH:8][cH:9]1.[CH3:11][O-:12].[CH3:14][OH:15].[Na+:13]>>[Br:1][c:2]1[cH:3][c:4]([O:12][CH3:11])[c:5]([CH:6]=[O:7])[cH:8][cH:9]1. Reactants: COC1=CC=C(C=C1)C(=CC(=O)OCC)C1=CC=C(C=C1)OC (ethyl 3.3-bis(4-methoxyphenyl)acrylate), [OH-].[Na+] (sodium hydroxide), C(C)O (ethanol). Run at time 14 hour. Product: COC1=CC=C(C=C1)C(=C(C(=O)O)C)C1=CC=C(C=C1)OC (3,3-Bis(4-methoxyphenyl)-2-methylacrylic acid). RXN SMILES: [CH3:1][O:2][C:3]1[CH:8]=[CH:7][C:6]([C:9]([C:16]2[CH:21]=[CH:20][C:19]([O:22][CH3:23])=[CH:18][CH:17]=2)=[CH:10][C:11]([O:13]CC)=[O:12])=[CH:5][CH:4]=1.[OH-].[Na+].[CH2:26](O)C>>[CH3:1][O:2][C:3]1[CH:4]=[CH:5][C:6]([C:9]([C:16]2[CH:17]=[CH:18][C:19]([O:22][CH3:23])=[CH:20][CH:21]=2)=[C:10]([CH3:26])[C:11]([OH:13])=[O:12])=[CH:7][CH:8]=1 |f:1.2|. Reported procedure: A mixture of 6.019 g of ethyl 3.3-bis(4-methoxyphenyl)acrylate (prepared as described in Preparation 107), 120 ml of ethanol and 80 ml of a 10% w/v aqueous solution of sodium hydroxide was stirred for 14 hours at room temperature. At the end of this time, the reaction mixture was heated on an oil bath at 100° C. for 4 hours, and then ethanol was distilled off. The residue was diluted with ice-water and washed with ethyl acetate. Concentrated hydrochloric acid was dropped onto the aqueous phase o... The reactants are C1=C(C=CC2=CC=CC=C12)S(=O)(=O)NC(CC(=O)O)C1=CC=CC=C1 (3-(naphthalen-2-yl-sulfonylamino)-3-phenyl-propionic acid), NC1C=2C=CC(=CC2CCC1)C#N (5-amino-5,6,7,8-tetrahydro-naphthalen-2-carbonitrile). The product is C(#N)C=1C=C2CCCC(C2=CC1)NC(CC(C1=CC=CC=C1)NS(=O)(=O)C1=CC2=CC=CC=C2C=C1)=O (N-(6-cyano-1,2,3,4-tetrahydro-naphthalen-1-yl)-3-(naphthalen-2-yl-sulfonylamino)-3-phenyl-propionamide). As a reaction SMILES: [CH:1]1[C:10]2[C:5](=[CH:6][CH:7]=[CH:8][CH:9]=2)[CH:4]=[CH:3][C:2]=1[S:11]([NH:14][CH:15]([C:20]1[CH:25]=[CH:24][CH:23]=[CH:22][CH:21]=1)[CH2:16][C:17](O)=[O:18])(=[O:13])=[O:12].[NH2:26][CH:27]1[CH2:36][CH2:35][CH2:34][C:33]2[CH:32]=[C:31]([C:37]#[N:38])[CH:30]=[CH:29][C:28]1=2>>[C:37]([C:31]1[CH:32]=[C:33]2[C:28](=[CH:29][CH:30]=1)[CH:27]([NH:26][C:17](=[O:18])[CH2:16][CH:15]([NH:14][S:11]([C:2]1[CH:3]=[CH:4][C:5]3[C:10](=[CH:9][CH:8]=[CH:7][CH:6]=3)[CH:1]=1)(=[O:13])=[O:12])[C:20]1[CH:25]=[CH:24][CH:23]=[CH:22][CH:21]=1)[CH2:36][CH2:35][CH2:34]2)#[N:38]. Procedure: The title compound was prepared from 3-(naphthalen-2-yl-sulfonylamino)-3-phenyl-propionic acid and 5-amino-5,6,7,8-tetrahydro-naphthalen-2-carbonitrile (Step E) by a method similar to that described in Example 1, Step F. MS (−APCI m/z): 508 (M−H)−. Reactants: C1CCOC1, CC(C)C[AlH]CC(C)C, CO, Cl, N#Cc1ncc(F)cn1. The product is O=Cc1ncc(F)cn1. Reaction SMILES: [CH2:22]1[O:23][CH2:24][CH2:25][CH2:26]1.[CH3:10][CH:11]([CH2:12][AlH:13][CH2:14][CH:15]([CH3:16])[CH3:17])[CH3:18].[CH3:19][OH:20].[ClH:21].[F:1][c:2]1[cH:3][n:4][c:5]([C:8]#[N:9])[n:6][cH:7]1>>[F:1][c:2]1[cH:3][n:4][c:5]([CH:8]=[O:20])[n:6][cH:7]1. The reactants are Cc1ccccc1, COc1cc2nccc(Oc3ccc(C)nc3I)c2cc1OC, [Na+], OB(O)c1ccccc1, O=C([O-])O. Yields the product COc1cc2nccc(Oc3ccc(C)nc3-c3ccccc3)c2cc1OC. RXN SMILES: [CH3:38][c:39]1[cH:40][cH:41][cH:42][cH:43][cH:44]1.[I:1][c:2]1[n:3][c:4]([CH3:23])[cH:5][cH:6][c:7]1[O:8][c:9]1[cH:10][cH:11][n:12][c:13]2[cH:14][c:15]([O:21][CH3:22])[c:16]([O:19][CH3:20])[cH:17][c:18]12.[Na+:33].[OH:24][B:25]([OH:26])[c:27]1[cH:28][cH:29][cH:30][cH:31][cH:32]1.[OH:34][C:35](=[O:36])[O-:37]>>[c:2]1(-[c:27]2[cH:28][cH:29][cH:30][cH:31][cH:32]2)[n:3][c:4]([CH3:23])[cH:5][cH:6][c:7]1[O:8][c:9]1[cH:10][cH:11][n:12][c:13]2[cH:14][c:15]([O:21][CH3:22])[c:16]([O:19][CH3:20])[cH:17][c:18]12. Yields the product C[C@]12CC[C@@]3([C@@H]([C@H]2CC[C@@H]2[C@]4(CC=C(C([C@@H]4CC[C@@]12C)(C)C)C1=CC=C(C(=O)O)C=C1)C)[C@@H](CC3)C(=C)C)NCCN3CCNCC3 (4-((1R,3aS,5aR,5bR,7aR,11aS,11bR,13aR,13bR)-5a,5b,8,8,11a-pentamethyl-3a-((2-(piperazin-1-yl)ethyl)amino)-1-(prop-1-en-2-yl)-2,3,3a,4,5,5a,5b,6,7,7a,8,11,11a,11b,12,13,13a,13b-octadecahydro-1H-cyclopenta[a]chrysen-9-yl)benzoic acid). Yield: 32.6%. Reported procedure: A mixture of methyl 4-((1R,3aS,5aR,5bR,7aR,11aS,11bR,13aR,13bR)-5a,5b,8,8,11a-pentamethyl-3a-((2-(piperazin-1-yl)ethyl)amino)-1-(prop-1-en-2-yl)-2,3,3a,4,5,5a,5b,6,7,7a,8,11,11a,11b,12,13,13a,13b-octadecahydro-1H-cyclopenta[a]chrysen-9-yl)benzoate (7.5 mg, 0.011 mmol) and sodium hydroxide (0.057 mL, 0.057 mmol) in dioxane (1 mL) was heated up at 80° C. for 3 hours. The reaction mixture was filtered and the clear solution was purified by HPLC to provide the desired product as white solid (2.3 mg,... The reactants are C[C@]12CC[C@@]3([C@@H]([C@H]2CC[C@@H]2[C@]4(CC=C(C([C@@H]4CC[C@@]12C)(C)C)C1=CC=C(C(=O)OC)C=C1)C)[C@@H](CC3)C(=C)C)NCCN3CCNCC3 (methyl 4-((1R,3aS,5aR,5bR,7aR,11aS,11bR,13aR,13bR)-5a,5b,8,8,11a-pentamethyl-3a-((2-(piperazin-1-yl)ethyl)amino)-1-(prop-1-en-2-yl)-2,3,3a,4,5,5a,5b,6,7,7a,8,11,11a,11b,12,13,13a,13b-octadecahydro-1H-cyclopenta[a]chrysen-9-yl)benzoate), [OH-].[Na+] (sodium hydroxide). The solvent is O1CCOCC1 (dioxane). Reaction conditions: temperature 80 celsius. As a reaction SMILES: [CH3:1][C@:2]12[C@@:19]3([CH3:20])[C@@H:10]([C@:11]4([CH3:33])[C@@H:16]([CH2:17][CH2:18]3)[C:15]([CH3:22])([CH3:21])[C:14]([C:23]3[CH:32]=[CH:31][C:26]([C:27]([O:29]C)=[O:28])=[CH:25][CH:24]=3)=[CH:13][CH2:12]4)[CH2:9][CH2:8][C@@H:7]1[C@H:6]1[C@H:34]([C:37]([CH3:39])=[CH2:38])[CH2:35][CH2:36][C@:5]1([NH:40][CH2:41][CH2:42][N:43]1[CH2:48][CH2:47][NH:46][CH2:45][CH2:44]1)[CH2:4][CH2:3]2.[OH-].[Na+]>O1CCOCC1>[CH3:1][C@:2]12[C@@:19]3([CH3:20])[C@@H:10]([C@:11]4([CH3:33])[C@@H:16]([CH2:17][CH2:18]3)[C:15]([CH3:21])([CH3:22])[C:14]([C:23]3[CH:32]=[CH:31][C:26]([C:27]([OH:29])=[O:28])=[CH:25][CH:24]=3)=[CH:13][CH2:12]4)[CH2:9][CH2:8][C@@H:7]1[C@H:6]1[C@H:34]([C:37]([CH3:39])=[CH2:38])[CH2:35][CH2:36][C@:5]1([NH:40][CH2:41][CH2:42][N:43]1[CH2:44][CH2:45][NH:46][CH2:47][CH2:48]1)[CH2:4][CH2:3]2 |f:1.2|. Starting materials: C(C1=CC=CC=C1)(=O)Cl (Benzoyl chloride), OC1=CC=C(CN2CCC=CC2)C=C1 (1-(4-hydroxybenzyl)-1,2,3,6-tetrahydropyridine), [OH-].[Na+] (sodium hydroxide), CC1=CC=C(C=C1)COC(=O)NNC(=O)C2=NC=CN=C2 (pH10). The solvent is N-sodium hydroxide, CCOCC (ether). Run at time 2 hour. The product is C(C1=CC=CC=C1)(=O)OC1=CC=C(CN2CCC=CC2)C=C1 (1-(4-benzoyloxybenzyl)-1,2,3,6-tetrahydropyridine). Yield: 29.0%. As a reaction SMILES: [C:1](Cl)(=[O:8])[C:2]1[CH:7]=[CH:6][CH:5]=[CH:4][CH:3]=1.[OH:10][C:11]1[CH:23]=[CH:22][C:14]([CH2:15][N:16]2[CH2:21][CH:20]=[CH:19][CH2:18][CH2:17]2)=[CH:13][CH:12]=1.[OH-].[Na+].CC1C=CC(COC(NNC(C2C=NC=CN=2)=O)=O)=CC=1>CCOCC>[C:1]([O:10][C:11]1[CH:23]=[CH:22][C:14]([CH2:15][N:16]2[CH2:17][CH:18]=[CH:19][CH2:20][CH2:21]2)=[CH:13][CH:12]=1)(=[O:8])[C:2]1[CH:7]=[CH:6][CH:5]=[CH:4][CH:3]=1 |f:2.3|. Reported procedure: Benzoyl chloride (3.0 g.) was added to a vigorously stirred mixture of 1-(4-hydroxybenzyl)-1,2,3,6-tetrahydropyridine (4.0 g.) in N-sodium hydroxide solution (22 ml.) and ether (30 ml.). The mixture was stirred for 2 hours after the addition and then 3N-sodium hydroxide solution added to pH10. The subsequent mixture was extracted into ethyl acetate (2×30 ml.) and the combined extracts were dried (MgSO4) and evaporated. The residue was dissolved in acetone (50 ml.) and the solution was treated wi... Starting materials: CC(CO)NC(=O)OC(C)(C)C, C1CCOC1, CCCC[N+](CCCC)(CCCC)CCCC, Fc1ccc(CBr)cc1, [H-], [I-], [Na+], O. The product is CC(COCc1ccc(F)cc1)NC(=O)OC(C)(C)C. RXN SMILES: [C:1]([CH3:2])([CH3:3])([CH3:4])[O:5][C:6](=[O:7])[NH:8][CH:9]([CH2:10][OH:11])[CH3:12].[CH2:25]1[O:26][CH2:27][CH2:28][CH2:29]1.[CH2:31]([N+:32]([CH2:33][CH2:34][CH2:35][CH3:36])([CH2:37][CH2:38][CH2:39][CH3:40])[CH2:41][CH2:42][CH2:43][CH3:44])[CH2:45][CH2:46][CH3:47].[F:15][c:16]1[cH:17][cH:18][c:19]([CH2:20][Br:21])[cH:22][cH:23]1.[H-:13].[I-:30].[Na+:14].[OH2:24]>>[C:1]([CH3:2])([CH3:3])([CH3:4])[O:5][C:6](=[O:7])[NH:8][CH:9]([CH2:10][O:11][CH2:20][c:19]1[cH:18][cH:17][c:16]([F:15])[cH:23][cH:22]1)[CH3:12].